describe an organic reaction: reactants, conditions, products, and yield From a dataset of the Open Reaction Database (ORD), a public repository of structured organic reaction records. The reactants are CCOC(=O)c1c(C(=O)NC(C)(C)C)noc1C, CCO, [Na+], [OH-], O. The product is Cc1onc(C(=O)NC(C)(C)C)c1C(=O)O. As a reaction SMILES: [C:3]([CH3:4])([CH3:5])([CH3:6])[NH:7][C:8](=[O:9])[c:10]1[n:11][o:12][c:13]([CH3:20])[c:14]1[C:15](=[O:16])[O:17][CH2:18][CH3:19].[CH3:22][CH2:23][OH:24].[Na+:2].[OH-:1].[OH2:21]>>[C:3]([CH3:4])([CH3:5])([CH3:6])[NH:7][C:8](=[O:9])[c:10]1[n:11][o:12][c:13]([CH3:20])[c:14]1[C:15](=[O:16])[OH:17]. Starting materials: CC1=NC(=NC(=C1)C)N1CC2CNC2C1 (3-(4,6-Dimethyl-pyrimidin-2-yl)-3,6-diaza-bicyclo[3.2.0]heptane), ClC1=NC2=CC=CC=C2N=C1 (2-chloro quinoxaline), C1(=C(C=CC=C1)C(=O)N1CC2CCNCC12)C1=CC=CC=C1 (biphenyl-2-yl-(3,8-diaza-bicyclo[4.2.0]oct-8-yl)-methanone), ClC1=NC(=CC(=N1)C)C (2-chloro-4,6-dimethyl-pyrimidine). Product: C1(=C(C=CC=C1)C(=O)N1C2CN(CC2C1)C1=NC(=CC(=N1)C)C)C1=CC=CC=C1 (6-(Biphenyl-2-ylcarbonyl)-3-(4,6-dimethylpyrimidin-2-yl)-3,6-diazabicyclo[3.2.0]heptane). RXN SMILES: [CH3:1][C:2]1[CH:7]=[C:6]([CH3:8])[N:5]=[C:4]([N:9]2[CH2:15][CH:14]3[CH:11]([CH2:12][NH:13]3)[CH2:10]2)[N:3]=1.[C:16]1([C:32]2[CH:37]=[CH:36][CH:35]=[CH:34][CH:33]=2)[CH:21]=[CH:20][CH:19]=[CH:18][C:17]=1[C:22](N1C2C(CCNC2)C1)=[O:23].ClC1N=C(C)C=C(C)N=1.ClC1C=NC2C(=CC=CC=2)N=1>>[C:16]1([C:32]2[CH:37]=[CH:36][CH:35]=[CH:34][CH:33]=2)[CH:21]=[CH:20][CH:19]=[CH:18][C:17]=1[C:22]([N:13]1[CH2:12][CH:11]2[CH:14]1[CH2:15][N:9]([C:4]1[N:5]=[C:6]([CH3:8])[CH:7]=[C:2]([CH3:1])[N:3]=1)[CH2:10]2)=[O:23]. Procedure details: The title compound was prepared from Intermediate 9 in a manner analogous to Example 1, substituting biphenyl-2-yl-(3,6-diaza-bicyclo[3.2.0]hept-6-yl)-methanone for biphenyl-2-yl-(3,8-diaza-bicyclo[4.2.0]oct-8-yl)-methanone and 2-chloro-4,6-dimethyl-pyrimidine for 2-chloro quinoxaline. MS (ESI) mass calcd. for C24H24N4O, 384.49; m/z found, 385.2 [M+H]+. Starting materials: FC=1C=C(C=CC1F)[C@H]1[C@@H](C1)NC=1C2=C(N=C(N1)SCCC)N(N=N2)[C@@H]2C[C@@H]([C@@H]1[C@H]2OC(O1)(C)C)OCCO (2-((3aR,4S,6R,6aS)-6-(7-((1R,2S)-2-(3,4-difluorophenyl)cyclopropylamino)-5-(propylthio)-3H-[1,2,3]triazolo[4,5-d]pyrimidin-3-yl)-2,2-dimethyl-tetrahydro-3aH-cyclopenta[d][1,3]dioxol-4-yloxy)ethanol), C(C)(=O)OCC (ethyl acetate), C([O-])([O-])=O.[K+].[K+] (potassium carbonate). Run in CO (methanol), Cl (hydrochloric acid). Yields the product FC=1C=C(C=CC1F)[C@H]1[C@@H](C1)NC=1C2=C(N=C(N1)SCCC)N(N=N2)[C@H]2[C@@H]([C@@H]([C@H](C2)OCCO)O)O ((1S,2S,3R,5S)-3-(7-((1R,2S)-2-(3,4-difluorophenyl)cyclopropylamino)-5-(propylthio)-3H-[1,2,3]triazolo[4,5-d]pyrimidin-3-yl)-5-(2-hydroxyethoxy)cyclopentane-1,2 diol). Yield: 23.9%. As a reaction SMILES: [F:1][C:2]1[CH:3]=[C:4]([C@@H:9]2[CH2:11][C@H:10]2[NH:12][C:13]2[C:14]3[N:25]=[N:24][N:23]([C@H:26]4[C@@H:30]5[O:31]C(C)(C)[O:33][C@@H:29]5[C@@H:28]([O:36][CH2:37][CH2:38][OH:39])[CH2:27]4)[C:15]=3[N:16]=[C:17]([S:19][CH2:20][CH2:21][CH3:22])[N:18]=2)[CH:5]=[CH:6][C:7]=1[F:8].C(=O)([O-])[O-].[K+].[K+].C(OCC)(=O)C>CO.Cl>[F:1][C:2]1[CH:3]=[C:4]([C@@H:9]2[CH2:11][C@H:10]2[NH:12][C:13]2[C:14]3[N:25]=[N:24][N:23]([C@@H:26]4[CH2:27][C@H:28]([O:36][CH2:37][CH2:38][OH:39])[C@@H:29]([OH:33])[C@H:30]4[OH:31])[C:15]=3[N:16]=[C:17]([S:19][CH2:20][CH2:21][CH3:22])[N:18]=2)[CH:5]=[CH:6][C:7]=1[F:8] |f:1.2.3|. Procedure details: A solution of 2-((3aR,4S,6R,6aS)-6-(7-((1R,2S)-2-(3,4-difluorophenyl)cyclopropylamino)-5-(propylthio)-3H-[1,2,3]triazolo[4,5-d]pyrimidin-3-yl)-2,2-dimethyl-tetrahydro-3aH-cyclopenta[d][1,3]dioxol-4-yloxy)ethanol (450 mg, 0.80 mmol, 1.00 equiv.) in methanol (4 mL) and 12N hydrochloric acid (1.5 mL) was stirred at ambient temperature for about 3 hours. The pH value of the solution was adjusted to 8-9 by adding potassium carbonate. Following standard extractive workup with ethyl acetate (3×20 mL), ... Starting materials: CSC1=C(CBr)C=CC=C1 (2-(methylthio)-benzylbromide), OOS(=O)[O-].[K+] (oxone), CO (methanol). Run in O (water). Reaction conditions: time 4.5 hour. Product: CS(=O)(=O)C1=C(CBr)C=CC=C1 (2-(Methylsulfonyl)benzylbromide). RXN SMILES: CS[C:3]1[CH:10]=[CH:9][CH:8]=[CH:7][C:4]=1[CH2:5][Br:6].O[O:12][S:13]([O-:15])=O.[K+].[CH3:17]O>O>[CH3:17][S:13]([C:3]1[CH:10]=[CH:9][CH:8]=[CH:7][C:4]=1[CH2:5][Br:6])(=[O:15])=[O:12] |f:1.2|. Procedure: To a solution of 124 mg (0.57 mmol) of 2-(methylthio)-benzylbromide in 8.0 mL of methanol was added a solution of 702 mg of oxone in 7.0 mL of water. The solution was stirred for 4.5 h, concentrated in vacuo and purified by silica gel flash chromatography, eluting with 10% ethyl acetate/hexane to give 105 mg of the title compound. mass spec 249(M+). NMR (CDCl3): δ 3.25 (s, 3H), 5.07 (s, 2H), 7.50 (m, 1H), 7.60 (m, 2H), 8.05 (d, 1H). RXN SMILES: [Cl:24][CH2:25][Cl:26].[N-:14]=[N+:15]=[N-:16].[Na+:13].[Na+:18].[OH-:17].[S:19](=[O:20])(=[O:21])([OH:22])[OH:23].[c:1]1([C:7]2([C:10]([OH:11])=[O:12])[CH2:8][CH2:9]2)[cH:2][cH:3][cH:4][cH:5][cH:6]1>>[c:1]1([C:7]2([NH2:14])[CH2:8][CH2:9]2)[cH:2][cH:3][cH:4][cH:5][cH:6]1. The product is NC1(c2ccccc2)CC1. Reactants: ClCCl, [N-]=[N+]=[N-], [Na+], [Na+], [OH-], O=S(=O)(O)O, O=C(O)C1(c2ccccc2)CC1. Reactants: CN(C)C(=O)Cc1ccccc1, C[Si](C)(C)Cl, CCOCC, CC(C)NC(C)C, [Li]C. Product: CN(C)C(=Cc1ccccc1)O[Si](C)(C)C. As a reaction SMILES: [CH3:10][N:11]([C:12]([CH2:13][c:14]1[cH:15][cH:16][cH:17][cH:18][cH:19]1)=[O:20])[CH3:21].[CH3:22][Si:23]([Cl:24])([CH3:25])[CH3:26].[CH3:27][CH2:28][O:29][CH2:30][CH3:31].[CH:3]([NH:4][CH:5]([CH3:6])[CH3:7])([CH3:8])[CH3:9].[Li:1][CH3:2]>>[CH3:10][N:11]([C:12](=[CH:13][c:14]1[cH:15][cH:16][cH:17][cH:18][cH:19]1)[O:20][Si:23]([CH3:22])([CH3:25])[CH3:26])[CH3:21].